From a dataset of the Open Reaction Database (ORD), a public repository of structured organic reaction records. describe an organic reaction: reactants, conditions, products, and yield Reactants: N1=CC=CC2=CC=CC=C12 (quinoline), FC1=CC=C(C(=O)Cl)C=C1 (4-fluorobenzoyl chloride), C[Si](C)(C)C#N (trimethyl silyl cyanide). Reagents/catalysts: [Cl-].[Al+3].[Cl-].[Cl-] (aluminum chloride). Run in C(Cl)Cl (methylene chloride). The product is FC1=CC=C(C(=O)N2C(C=CC3=CC=CC=C23)C#N)C=C1 (1-(4-Fluorobenzoyl)-1,2-dihydro-quinoline-2-carbonitrile). The yield is 150.0%. RXN SMILES: [N:1]1[C:10]2[C:5](=[CH:6][CH:7]=[CH:8][CH:9]=2)[CH:4]=[CH:3][CH:2]=1.[F:11][C:12]1[CH:20]=[CH:19][C:15]([C:16](Cl)=[O:17])=[CH:14][CH:13]=1.C[Si]([C:25]#[N:26])(C)C>[Cl-].[Al+3].[Cl-].[Cl-].C(Cl)Cl>[F:11][C:12]1[CH:20]=[CH:19][C:15]([C:16]([N:1]2[C:10]3[C:5](=[CH:6][CH:7]=[CH:8][CH:9]=3)[CH:4]=[CH:3][CH:2]2[C:25]#[N:26])=[O:17])=[CH:14][CH:13]=1 |f:3.4.5.6|. Procedure details: The title compound was prepared by the procedure described in step 1 of Example 1 using 13.0 g of quinoline, 39.0 g of 4-fluorobenzoyl chloride, 0.1 g of aluminum chloride, 30.0 g of trimethyl silyl cyanide, and 500 mL of methylene chloride. The title compound (42.0 g) was obtained as a solid, m. p. 111-113° C. This product was used for the preparation of the title compound described in step 2, and for preparation of the title compound described in Example 4. Reactants: ClC=1C=CC2=C(C(=NCC=3N2C(=NN3)CN)C3=C(C=CC=C3F)F)C1 (8-chloro-1-(aminomethyl)-6-(2,6-difluorophenyl)-4H-s-triazolo[4,3-a][1,4]benzodiazepine), C=O (formalin), C(#N)[BH3-].[Na+] (sodium cyanoborohydride), C(C)(=O)O (acetic acid). The solvent is C(C)#N (acetonitrile). Yields the product ClC=1C=CC2=C(C(=NCC=3N2C(=NN3)CN(C)C)C3=C(C=CC=C3F)F)C1 (8-chloro-1-[(dimethylamino)methyl]-6-(2,6-difluorophenyl)-4H-s-triazolo[4,3-a][1,4]benzodiazepine). RXN SMILES: [Cl:1][C:2]1[CH:3]=[CH:4][C:5]2[N:11]3[C:12]([CH2:15]N)=[N:13][N:14]=[C:10]3[CH2:9][N:8]=[C:7]([C:17]3[C:22]([F:23])=[CH:21][CH:20]=[CH:19][C:18]=3[F:24])[C:6]=2[CH:25]=1.C=O.[C:28]([BH3-])#[N:29].[Na+].[C:32](O)(=O)C>C(#N)C>[Cl:1][C:2]1[CH:3]=[CH:4][C:5]2[N:11]3[C:12]([CH2:15][N:29]([CH3:28])[CH3:32])=[N:13][N:14]=[C:10]3[CH2:9][N:8]=[C:7]([C:17]3[C:22]([F:23])=[CH:21][CH:20]=[CH:19][C:18]=3[F:24])[C:6]=2[CH:25]=1 |f:2.3|. Procedure details: In the manner given in Example 23, a solution of 8-chloro-1-(aminomethyl)-6-(2,6-difluorophenyl)-4H-s-triazolo[4,3-a][1,4]benzodiazepine in acetonitrile is treated with formalin, sodium cyanoborohydride and acetic acid to give 8-chloro-1-[(dimethylamino)methyl]-6-(2,6-difluorophenyl)-4H-s-triazolo[4,3-a][1,4]benzodiazepine. Conditions: time 1 hour. As a reaction SMILES: Cl[C:2]1[C:6]([C:7]2[CH:8]=[N:9][CH:10]=[CH:11][CH:12]=2)=[N:5][S:4][N:3]=1.C(=O)([O-])[O-].[K+].[K+].O.[SH-:20].[Na+].[S:22]1[CH:26]=[CH:25][CH:24]=[C:23]1[CH2:27][CH2:28][CH2:29]Cl>CN(C=O)C>[S:22]1[CH:26]=[CH:25][CH:24]=[C:23]1[CH2:27][CH2:28][CH2:29][S:20][C:2]1[C:6]([C:7]2[CH:8]=[N:9][CH:10]=[CH:11][CH:12]=2)=[N:5][S:4][N:3]=1 |f:1.2.3,4.5.6|. Solvent: CN(C)C=O (DMF), CN(C)C=O (DMF). Procedure details: A solution of 3-(3-chloro-1,2,5-thiadiazol-4-yl)pyridine (2.0 g, 10.1 mmol) in DMF (10 ml) was cooled to 5° C. whereupon potassium carbonate (2.8 g, 20.2 mmol) and sodium hydrosulfide monohydrate (1.5 g, 20.2 mmol) were added to the reaction. Stirred for 1 h then potassium carbonate (1.4 g, 10.1 mmol) and a solution of 3-(2-thienyl)-1-chloro-propane (1.8 g, 11.2 mmol) in DMF (5 ml) were added to the reaction and stirred for 1 h at room temperature. The reaction was quenched with water then extra... Yields the product S1C(=CC=C1)CCCSC1=NSN=C1C=1C=NC=CC1 (3-(3-(3-(2-thienyl)-1-propylthio)-1,2,5-thiadiazol-4-yl)pyridine). Yield: 31.0%. The reactants are ClC1=NSN=C1C=1C=NC=CC1 (3-(3-chloro-1,2,5-thiadiazol-4-yl)pyridine), C([O-])([O-])=O.[K+].[K+] (potassium carbonate), O.[SH-].[Na+] (sodium hydrosulfide monohydrate), C([O-])([O-])=O.[K+].[K+] (potassium carbonate), S1C(=CC=C1)CCCCl (3-(2-thienyl)-1-chloro-propane). Reactants: NC1=CC=C2C(=N1)C(=CN2)C2CCN(CC2)C (5-amino-3-(1-methylpiperidin-4-yl)pyrrolo[3,2-b]pyridine), C(C)(C)N=C=O (isopropyl isocyanate). Product: C(C)(C)NC(=O)NC1=CC=C2C(=N1)C(=CN2)C2CCN(CC2)C (N-[isopropyl]-N'-[3-(1-methylpiperidin-4-yl)pyrrolo[3,2-b]pyridin-5-yl]urea). Yield: 71.2%. As a reaction SMILES: [NH2:1][C:2]1[N:7]=[C:6]2[C:8]([CH:11]3[CH2:16][CH2:15][N:14]([CH3:17])[CH2:13][CH2:12]3)=[CH:9][NH:10][C:5]2=[CH:4][CH:3]=1.[CH:18]([N:21]=[C:22]=[O:23])([CH3:20])[CH3:19]>>[CH:18]([NH:21][C:22]([NH:1][C:2]1[N:7]=[C:6]2[C:8]([CH:11]3[CH2:16][CH2:15][N:14]([CH3:17])[CH2:13][CH2:12]3)=[CH:9][NH:10][C:5]2=[CH:4][CH:3]=1)=[O:23])([CH3:20])[CH3:19]. Procedure: Beginning with 0.15 gm (0.65 mMol) 5-amino-3-(1-methylpiperidin-4-yl)pyrrolo[3,2-b]pyridine and 0.077 mL (0.78 mMol) isopropyl isocyanate, 0.146 gm (71%) of the title compound were recovered essentially by the procedure of Example 122. An analytical sample was crystallized from aqueous ethanol. Yields the product COc1ccc(C2CCc3cc(O)ccc3C2)c(NCCCc2ccc(OCC(C)(C)N(C)C)cc2)c1. RXN SMILES: [Al+3:89].[CH2:1]([NH:2][c:3]1[cH:4][c:5]([O:6][CH3:7])[cH:8][cH:9][c:10]1[CH:11]1[CH2:12][CH2:13][c:14]2[cH:15][c:16]([O:17][C:18](=[O:19])[C:20]([CH3:21])([CH3:22])[CH3:23])[cH:24][cH:25][c:26]2[CH2:27]1)[CH3:28].[CH3:29][N:30]([CH3:31])[C:32]([CH3:33])([CH3:34])[CH2:35][O:36][c:37]1[cH:38][cH:39][c:40]([CH:41]=[O:42])[cH:43][cH:44]1.[CH3:45][N:46]([C:47]([CH2:48][O:49][c:50]1[cH:51][cH:52][c:53]([CH2:54][CH2:55][CH2:56][NH:57][c:58]2[c:59]([CH:66]3[CH2:67][c:68]4[cH:69][cH:70][c:71]([O:76][C:77](=[O:78])[C:79]([CH3:80])([CH3:81])[CH3:82])[cH:72][c:73]4[CH2:74][CH2:75]3)[cH:60][cH:61][c:62]([O:64][CH3:65])[cH:63]2)[cH:83][cH:84]1)([CH3:85])[CH3:86])[CH3:87].[H-:88].[H-:91].[H-:92].[H-:93].[Li+:90].[NH3:94].[O:95]1[CH2:96][CH2:97][CH2:98][CH2:99]1>>[CH3:45][N:46]([C:47]([CH2:48][O:49][c:50]1[cH:51][cH:52][c:53]([CH2:54][CH2:55][CH2:56][NH:57][c:58]2[c:59]([CH:66]3[CH2:67][c:68]4[cH:69][cH:70][c:71]([OH:76])[cH:72][c:73]4[CH2:74][CH2:75]3)[cH:60][cH:61][c:62]([O:64][CH3:65])[cH:63]2)[cH:83][cH:84]1)([CH3:85])[CH3:86])[CH3:87]. Starting materials: [Al+3], CCNc1cc(OC)ccc1C1CCc2cc(OC(=O)C(C)(C)C)ccc2C1, CN(C)C(C)(C)COc1ccc(C=O)cc1, COc1ccc(C2CCc3cc(OC(=O)C(C)(C)C)ccc3C2)c(NCCCc2ccc(OCC(C)(C)N(C)C)cc2)c1, [H-], [H-], [H-], [H-], [Li+], N, C1CCOC1. The reactants are OCc1cn(Cc2ccccc2)nc1OCc1ccccc1, C1CCOC1. The product is O=Cc1cn(Cc2ccccc2)nc1OCc1ccccc1. RXN SMILES: [CH2:1]([c:2]1[cH:3][cH:4][cH:5][cH:6][cH:7]1)[n:8]1[n:9][c:10]([O:15][CH2:16][c:17]2[cH:18][cH:19][cH:20][cH:21][cH:22]2)[c:11]([CH2:13][OH:14])[cH:12]1.[O:23]1[CH2:24][CH2:25][CH2:26][CH2:27]1>>[CH2:1]([c:2]1[cH:3][cH:4][cH:5][cH:6][cH:7]1)[n:8]1[n:9][c:10]([O:15][CH2:16][c:17]2[cH:18][cH:19][cH:20][cH:21][cH:22]2)[c:11]([CH:13]=[O:14])[cH:12]1. Starting materials: CC(C)c1c(C(=O)NCc2ccc(F)c(F)c2)c2ccc(O)cc2n1Cc1ccccc1, CC(=O)Cl, c1ccncc1. Product: CC(=O)Oc1ccc2c(C(=O)NCc3ccc(F)c(F)c3)c(C(C)C)n(Cc3ccccc3)c2c1. As a reaction SMILES: [CH2:1]([c:2]1[cH:3][cH:4][cH:5][cH:6][cH:7]1)[n:8]1[c:9]([CH:30]([CH3:31])[CH3:32])[c:10]([C:18](=[O:19])[NH:20][CH2:21][c:22]2[cH:23][c:24]([F:29])[c:25]([F:28])[cH:26][cH:27]2)[c:11]2[cH:12][cH:13][c:14]([OH:17])[cH:15][c:16]12.[CH3:33][C:34]([Cl:35])=[O:36].[cH:37]1[cH:38][cH:39][n:40][cH:41][cH:42]1>>[CH2:1]([c:2]1[cH:3][cH:4][cH:5][cH:6][cH:7]1)[n:8]1[c:9]([CH:30]([CH3:31])[CH3:32])[c:10]([C:18](=[O:19])[NH:20][CH2:21][c:22]2[cH:23][c:24]([F:29])[c:25]([F:28])[cH:26][cH:27]2)[c:11]2[cH:12][cH:13][c:14]([O:17][C:34]([CH3:33])=[O:36])[cH:15][c:16]12.